describe an organic reaction: reactants, conditions, products, and yield From a dataset of the Open Reaction Database (ORD), a public repository of structured organic reaction records. Reactants: ClC1=CC(=C(C=C1OC(C)C)N1C(NC(=C(C1=O)F)C(F)(F)F)=O)F (3-(4-chloro-2-fluoro-5-isopropoxyphenyl)-5-fluoro-6-trifluoromethyl-2,4(1H,3H)-pyrimidinedione), P(=O)(Cl)(Cl)Cl (phosphorus oxychloride). Solvent: N1=CC=CC=C1 (pyridine). The product is ClC=1N(C(C(=C(N1)C(F)(F)F)F)=O)C1=C(C=C(C(=C1)OC(C)C)Cl)F (2-chloro-1-(4-chloro-2-fluoro -5-isopropoxyphenyl)-5-fluoro-4-trifluoromethyl-6(1H)-pyrimidinone). RXN SMILES: [Cl:1][C:2]1[C:7]([O:8][CH:9]([CH3:11])[CH3:10])=[CH:6][C:5]([N:12]2[C:17](=[O:18])[C:16]([F:19])=[C:15]([C:20]([F:23])([F:22])[F:21])[NH:14][C:13]2=O)=[C:4]([F:25])[CH:3]=1.P(Cl)(Cl)([Cl:28])=O>N1C=CC=CC=1>[Cl:28][C:13]1[N:12]([C:5]2[CH:6]=[C:7]([O:8][CH:9]([CH3:11])[CH3:10])[C:2]([Cl:1])=[CH:3][C:4]=2[F:25])[C:17](=[O:18])[C:16]([F:19])=[C:15]([C:20]([F:23])([F:22])[F:21])[N:14]=1. Reported procedure: using 3-(4-chloro-2-fluoro-5-isopropoxyphenyl)-5-fluoro-6-trifluoromethyl-2,4(1H,3H)-pyrimidinedione with phosphorus oxychloride and pyridine within 15 minutes at 20°-40° C. and thereafter for 1 hour at 70° C. there is obtained 2-chloro-1-(4-chloro-2-fluoro -5-isopropoxyphenyl)-5-fluoro-4-trifluoromethyl-6(1H)-pyrimidinone, 1H-NMR (CDCl3, 60 MHz): 7.42 ppm (d,1H), 6.84 ppm (d,1H), 4.50 ppm (m,1H), 1.44 ppm (d,6H); Starting materials: C(=NC1CCCCC1)=NC1CCCCC1, C1CCOC1, O=C(O)C(CO)c1csc(NC(c2ccccc2)(c2ccccc2)c2ccccc2)n1. Product: O=C(NC1CCCCC1)NC1CCCCC1. As a reaction SMILES: [CH:32]1([N:38]=[C:39]=[N:40][CH:41]2[CH2:42][CH2:43][CH2:44][CH2:45][CH2:46]2)[CH2:33][CH2:34][CH2:35][CH2:36][CH2:37]1.[O:47]1[CH2:48][CH2:49][CH2:50][CH2:51]1.[OH:1][CH2:2][CH:3]([c:4]1[n:5][c:6]([NH:7][C:8]([c:9]2[cH:10][cH:11][cH:12][cH:13][cH:14]2)([c:15]2[cH:16][cH:17][cH:18][cH:19][cH:20]2)[c:21]2[cH:22][cH:23][cH:24][cH:25][cH:26]2)[s:27][cH:28]1)[C:29]([OH:30])=[O:31]>>[O:1]=[C:39]([NH:38][CH:32]1[CH2:33][CH2:34][CH2:35][CH2:36][CH2:37]1)[NH:40][CH:41]1[CH2:42][CH2:43][CH2:44][CH2:45][CH2:46]1. The solvent is C(Cl)Cl (CH2Cl2). As a reaction SMILES: [C:1]([OH:11])(=O)[CH2:2][CH2:3][C:4]1[CH:9]=[CH:8][CH:7]=[CH:6][CH:5]=1.CN(C=O)C.C(Cl)(C([Cl:21])=O)=O>C(Cl)Cl>[C:4]1([CH2:3][CH2:2][C:1]([Cl:21])=[O:11])[CH:9]=[CH:8][CH:7]=[CH:6][CH:5]=1. Procedure: A 200 mL flask fitted with a stir-bar and septum with an Ar inlet was charged with hydrocinnamic acid (5.00 g, 33.3 mmol), DMF (0.1 mL), and CH2Cl2 (30 mL). To the resultant solution was added (COCl)2 (2M in CH2Cl2, 20.0 mL, 40.0 mmol) over 30 min. The mixture stirred overnight at rt, and then was concentrated in vacuo to give 5.9 g of 74 as a yellow oil (100%). HPLC analysis (15:10:75 H2O:A1:MeOH) showed a purity of 99% with a retention time of 5.3 min. The reactants are C(CCC1=CC=CC=C1)(=O)O (hydrocinnamic acid), CN(C)C=O (DMF), resultant solution, C(=O)(C(=O)Cl)Cl ((COCl)2). Run at time 8 hour. Yield: 105.1%. The product is C1(=CC=CC=C1)CCC(=O)Cl (3-Phenylpropanoyl chloride).